From a dataset of the Open Reaction Database (ORD), a public repository of structured organic reaction records. describe an organic reaction: reactants, conditions, products, and yield RXN SMILES: [NH2:1][C:2]1[N:6]([C:7]([O:9][C:10]([CH3:13])([CH3:12])[CH3:11])=[O:8])[N:5]=[C:4]([C:14]2[CH:67]=[CH:66][C:17](OCC3C=CC(C4SC(N5CCC6C(=C(C(=O)N(C7SC8C=CC=CC=8N=7)COCC[Si](C)(C)C)C=CC=6)C5)=NC=4C(OCC)=O)=CC=3)=[CH:16][CH:15]=2)[C:3]=1[C:68]#[N:69].[OH:70][CH2:71][C:72]1[S:76][C:75]([N:77]2[CH2:86][CH2:85][C:84]3[C:79](=[C:80]([C:87](=[O:106])/[N:88]=[C:89]4/[S:90][C:91]5[CH:105]=[CH:104][CH:103]=[CH:102][C:92]=5[N:93]/4[CH2:94][O:95][CH2:96][CH2:97][Si:98]([CH3:101])([CH3:100])[CH3:99])[CH:81]=[CH:82][CH:83]=3)[CH2:78]2)=[N:74][C:73]=1[C:107]([O:109][CH3:110])=[O:108]>>[NH2:1][C:2]1[N:6]([C:7]([O:9][C:10]([CH3:13])([CH3:12])[CH3:11])=[O:8])[N:5]=[C:4]([C:14]2[CH:67]=[CH:66][C:17]([O:70][CH2:71][C:72]3[S:76][C:75]([N:77]4[CH2:86][CH2:85][C:84]5[C:79](=[C:80]([C:87](=[O:106])/[N:88]=[C:89]6/[S:90][C:91]7[CH:105]=[CH:104][CH:103]=[CH:102][C:92]=7[N:93]/6[CH2:94][O:95][CH2:96][CH2:97][Si:98]([CH3:101])([CH3:100])[CH3:99])[CH:81]=[CH:82][CH:83]=5)[CH2:78]4)=[N:74][C:73]=3[C:107]([O:109][CH3:110])=[O:108])=[CH:16][CH:15]=2)[C:3]=1[C:68]#[N:69]. Starting materials: NC1=C(C(=NN1C(=O)OC(C)(C)C)C1=CC=C(OCC2=CC=C(C=C2)C2=C(N=C(S2)N2CC3=C(C=CC=C3CC2)C(N(COCC[Si](C)(C)C)C=2SC3=C(N2)C=CC=C3)=O)C(=O)OCC)C=C1)C#N (ethyl 5-(4-((4-(5-amino-1-(tert-butoxycarbonyl)-4-cyano-1H-pyrazol-3-yl)phenoxy)methyl)phenyl)-2-(8-(benzo[d]thiazol-2-yl((2-(trimethylsilyl)ethoxy)methyl)carbamoyl)-3,4-dihydroisoquinolin-2(1H)-yl)thiazole-4-carboxylate), OCC1=C(N=C(S1)N1CC2=C(C=CC=C2CC1)C(/N=C\1/SC2=C(N1COCC[Si](C)(C)C)C=CC=C2)=O)C(=O)OC ((E)-methyl 5-(hydroxymethyl)-2-(8-(3-((2-(trimethylsilyl)ethoxy)methyl)benzo[d]thiazol-2(3H)-ylidenecarbamoyl)-3,4-dihydroisoquinolin-2(1H)-yl)thiazole-4-carboxylate), NH4 H2O. The product is NC1=C(C(=NN1C(=O)OC(C)(C)C)C1=CC=C(OCC2=C(N=C(S2)N2CC3=C(C=CC=C3CC2)C(/N=C\2/SC3=C(N2COCC[Si](C)(C)C)C=CC=C3)=O)C(=O)OC)C=C1)C#N ((E)-methyl 5-((4-(5-amino-1-(tert-butoxycarbonyl)-4-cyano-1H-pyrazol-3-yl)phenoxy)methyl)-2-(8-(3-((2-(trimethylsilyl)ethoxy)methyl)benzo[d]thiazol-2(3H)-ylidenecarbamoyl)-3,4-dihydroisoquinolin-2(1H)-yl)thiazole-4-carboxylate). Procedure details: Compound 45E was prepared in a similar manner to the synthesis of compound 35A by substituting compound 34D with compound 45D in step 1 of Example 35: 1H NMR (DMSO-d6): δ 8.24 (dd, J=7.52, 1.38 Hz, 1H), 7.94 (d, J=7.67 Hz, 1H), 7.70 (d, J=7.98 Hz, 1H), 7.67 (s, 2H), 7.53-7.57 (m, 1H), 7.34-7.43 (m, 3H), 7.10-7.14 (m, 2H), 6.00 (s, 2H), 5.57 (s, 2H), 5.17 (s, 2H), 3.81 (s, 3H), 3.76 (t, J=5.98 Hz, 2H), 3.66-3.70 (m, 2H), 3.04 (t, J=6.14 Hz, 2H), 0.85-0.89 (m, 2H), −0.20 (s, 9H). MS (ESI(+)): m/z ... The reactants are Cl (hydrochloric acid), C(CC)[C@@H]1CC[C@H](CC1)C1=NC=C(C=N1)C(=O)OCC (ethyl trans-2-(4-propylcyclohexyl)-5-pyrimidinecarboxylate), C(C)O (ethanol), [OH-].[Na+] (sodium hydroxide). Run in O (water). Reaction conditions: time 1 hour. Yields the product C(CC)[C@@H]1CC[C@H](CC1)C1=NC=C(C=N1)C(=O)O (trans-2-(4-propylcyclohexyl)-5-pyrimidinecarboxylic acid). Reaction SMILES: [CH2:1]([C@H:4]1[CH2:9][CH2:8][C@H:7]([C:10]2[N:15]=[CH:14][C:13]([C:16]([O:18]CC)=[O:17])=[CH:12][N:11]=2)[CH2:6][CH2:5]1)[CH2:2][CH3:3].C(O)C.[OH-].[Na+].Cl>O>[CH2:1]([C@H:4]1[CH2:5][CH2:6][C@H:7]([C:10]2[N:11]=[CH:12][C:13]([C:16]([OH:18])=[O:17])=[CH:14][N:15]=2)[CH2:8][CH2:9]1)[CH2:2][CH3:3] |f:2.3|. Procedure details: 35.6 g of crude ethyl trans-2-(4-propylcyclohexyl)-5-pyrimidinecarboxylate are treated with 62 ml of ethanol and a solution of 46.6 g of sodium hydroxide in 312 ml of water and heated to boiling for 1 hour. After cooling, the mixture is acidified with 220 ml of half-concentrated hydrochloric acid, left to stand for 1 hour in an ice-bath and then suction filtered. The material on the suction filter is washed with water and dried in vacuo at 50° C. over potassium hydroxide. For purification, the c...